This data is from the Open Reaction Database (ORD), a public repository of structured organic reaction records. The task is: describe an organic reaction: reactants, conditions, products, and yield The reactants are ClC1=CC(=CC=C1)C(=O)OO (m-chloroperbenzoic acid), C1(=CC=CC=C1)SC1=CNC2=CC=CC=C12 (3-phenylthioindole). Solvent: ClCCl (dichloromethane). Yields the product C1(=CC=CC=C1)S(=O)C1=CNC2=CC=CC=C12 (3-Phenylsulfinylindole). RXN SMILES: ClC1C=CC=C(C(OO)=[O:9])C=1.[C:12]1([S:18][C:19]2[C:27]3[C:22](=[CH:23][CH:24]=[CH:25][CH:26]=3)[NH:21][CH:20]=2)[CH:17]=[CH:16][CH:15]=[CH:14][CH:13]=1>ClCCl>[C:12]1([S:18]([C:19]2[C:27]3[C:22](=[CH:23][CH:24]=[CH:25][CH:26]=3)[NH:21][CH:20]=2)=[O:9])[CH:13]=[CH:14][CH:15]=[CH:16][CH:17]=1. Reported procedure: Solid m-chloroperbenzoic acid (1.93 g, 9.77 mmol) was added in small portions to a well stirred solution of 3-phenylthioindole (2.0 g, 8.88 mmol) in dry dichloromethane (100 ml) at 0°. Five min after the addition was terminated, the reaction was completed. The solution was washed with saturated sodium bicarbonate solution, the organic phase diluted with ether, dried over sodium sulfate and evaporated in vacuo. The residue was crystallized from ether-hexane to give the title compound, M.P.-126°-1... Reactants: CCCc1ccc2c(Cl)ccnc2n1, Nc1cc(NCc2ccccc2)ccc1Sc1ccc(O)cc1. The product is CCCc1ccc2c(Nc3cc(NCc4ccccc4)ccc3Sc3ccc(O)cc3)ccnc2n1. RXN SMILES: [Cl:1][c:2]1[c:3]2[cH:4][cH:5][c:6]([CH2:12][CH2:13][CH3:14])[n:7][c:8]2[n:9][cH:10][cH:11]1.[NH2:15][c:16]1[c:17]([S:30][c:31]2[cH:32][cH:33][c:34]([OH:37])[cH:35][cH:36]2)[cH:18][cH:19][c:20]([NH:22][CH2:23][c:24]2[cH:25][cH:26][cH:27][cH:28][cH:29]2)[cH:21]1>>[c:2]1([NH:15][c:16]2[c:17]([S:30][c:31]3[cH:32][cH:33][c:34]([OH:37])[cH:35][cH:36]3)[cH:18][cH:19][c:20]([NH:22][CH2:23][c:24]3[cH:25][cH:26][cH:27][cH:28][cH:29]3)[cH:21]2)[c:3]2[cH:4][cH:5][c:6]([CH2:12][CH2:13][CH3:14])[n:7][c:8]2[n:9][cH:10][cH:11]1. Reactants: CCO, O=c1cc(Cl)n(CC2CC2)c(=O)[nH]1, NN. The product is NNc1cc(=O)[nH]c(=O)n1CC1CC1. RXN SMILES: [CH3:16][CH2:17][OH:18].[Cl:1][c:2]1[cH:3][c:4](=[O:13])[nH:5][c:6](=[O:12])[n:7]1[CH2:8][CH:9]1[CH2:10][CH2:11]1.[NH2:14][NH2:15]>>[c:2]1([NH:14][NH2:15])[cH:3][c:4](=[O:13])[nH:5][c:6](=[O:12])[n:7]1[CH2:8][CH:9]1[CH2:10][CH2:11]1. The reactants are BrC=1C=C(C=C(C1)C(F)(F)F)S(=O)(=O)Cl (3-Bromo-5-(trifluoromethyl)benzenesulfonyl chloride), C1(CC1)N (cyclopropylamine). Run in C(Cl)Cl (DCM), C(Cl)Cl (DCM). Conditions: time 8 hour. The product is BrC=1C=C(C=C(C1)C(F)(F)F)S(=O)(=O)NC1CC1 (3-Bromo-N-cyclopropyl-5-trifluoromethyl-benzenesulfonamide). Reaction SMILES: [Br:1][C:2]1[CH:3]=[C:4]([S:12](Cl)(=[O:14])=[O:13])[CH:5]=[C:6]([C:8]([F:11])([F:10])[F:9])[CH:7]=1.[CH:16]1([NH2:19])[CH2:18][CH2:17]1>C(Cl)Cl>[Br:1][C:2]1[CH:3]=[C:4]([S:12]([NH:19][CH:16]2[CH2:18][CH2:17]2)(=[O:14])=[O:13])[CH:5]=[C:6]([C:8]([F:11])([F:10])[F:9])[CH:7]=1. Procedure: 3-Bromo-5-(trifluoromethyl)benzenesulfonyl chloride (0.2 g, 0.62 mmol) is added to a solution of cyclopropylamine (0.09 μl, 1.3 mmol) in DCM (5 ml), and the resulting solution is stirred at room temperature overnight. The reaction mixture is diluted with DCM (2×10 ml), washed with 0.1M HCl (5 ml), sat. aq. NaHCO3 (5 ml), dried (MgSO4) and concentrated in vacuo to yield the title compound. 1H NMR (400 MHz, d6-DMSO) δ 8.37 (1H, s), 8.23 (1H, s), 8.06 (1H, s), 2.21-2.17 (1H, m), 0.55-0.50 (2H, m) 0...